Dataset: the Open Reaction Database (ORD), a public repository of structured organic reaction records. Task: describe an organic reaction: reactants, conditions, products, and yield The reactants are ClC[Si](C)(C)C (chloromethyltrimethylsilane), ClC1=CC=C(C=C1)CCN (2-(4-chlorophenyl)ethylamine), C(=O)([O-])[O-].[K+].[K+] (K2CO3). Solvent: C(C)#N (acetonitrile). The product is ClC1=CC=C(C=C1)CCNC[Si](C)(C)C (4-Chloro-N-[(trimethylsilyl)methyl]benzeneethanamine). The yield is 49.9%. RXN SMILES: Cl[CH2:2][Si:3]([CH3:6])([CH3:5])[CH3:4].[Cl:7][C:8]1[CH:13]=[CH:12][C:11]([CH2:14][CH2:15][NH2:16])=[CH:10][CH:9]=1.C([O-])([O-])=O.[K+].[K+]>C(#N)C>[Cl:7][C:8]1[CH:13]=[CH:12][C:11]([CH2:14][CH2:15][NH:16][CH2:2][Si:3]([CH3:6])([CH3:5])[CH3:4])=[CH:10][CH:9]=1 |f:2.3.4|. Procedure details: The compound of formula (P11), wherein n=2 and R″ is chloro, was prepared from a mixture of chloromethyltrimethylsilane (3.7 mL, 42.8 mmol), 2-(4-chlorophenyl)ethylamine (10 g, 64.25 mmol), and K2CO3 (4 g, 28.9 mmol) in acetonitrile (80 mL). The reaction mixture was refluxed for 13 h and after cooling, the precipitate was filtered off and the filtrate concentrated under vacuum. The resulting oil was chromatographed over silica gel (CH2Cl2/MeOH/Et3N: 97/2/1) to yield the above-referenced compound...